From a dataset of the Open Reaction Database (ORD), a public repository of structured organic reaction records. describe an organic reaction: reactants, conditions, products, and yield Reactants: C(C)(=O)C1=CC(=C(C=C1)OS(=O)(=O)C1=CC=C(C=C1)C)OC (toluene-4-sulfonic acid 4-acetyl-2-methoxy-phenyl ester), C#CCCCCC (1-heptyne). Solvent: CCCCCCC.C(Cl)Cl (heptane DCM). Product: C(#CCCCCC)C1=C(C=C(C=C1)C(C)=O)OC (1-(4-Hept-1-ynyl-3-methoxy-phenyl)ethanone). RXN SMILES: [C:1]([C:4]1[CH:9]=[CH:8][C:7](OS(C2C=CC(C)=CC=2)(=O)=O)=[C:6]([O:21][CH3:22])[CH:5]=1)(=[O:3])[CH3:2].[CH:23]#[C:24][CH2:25][CH2:26][CH2:27][CH2:28][CH3:29]>CCCCCCC.C(Cl)Cl>[C:23]([C:7]1[CH:8]=[CH:9][C:4]([C:1](=[O:3])[CH3:2])=[CH:5][C:6]=1[O:21][CH3:22])#[C:24][CH2:25][CH2:26][CH2:27][CH2:28][CH3:29] |f:2.3|. Procedure: This product was prepared from toluene-4-sulfonic acid 4-acetyl-2-methoxy-phenyl ester and 1-heptyne following the general procedure for the Sonogashira cross-coupling process described above. Chromatography eluent: heptane/DCM 1:1; yield (110 mg, 90%); 1H NMR δ (CDCl3): 7.50-7.41 (m, 3H), 3.91 (s, 3H), 2.59 (s, 3H), 2.47 (t, J=7.14 Hz, 2H), 1.63 (p, J=7.22 Hz, 2H), 1.5-1.29 (m, 4H), 0.91 (t, J=7.13 Hz, 3H); LCMS m/z: 244. The reactants are Cc1ccc(N)cc1, CC(=O)O, O=C1OC(=O)c2c1cc([N+](=O)[O-])cc2[N+](=O)[O-]. The product is Cc1ccc(N=C(O)c2cc([N+](=O)[O-])cc([N+](=O)[O-])c2C(=O)O)cc1. RXN SMILES: [CH3:18][c:19]1[cH:20][cH:21][c:22]([NH2:23])[cH:24][cH:25]1.[CH3:26][C:27](=[O:28])[OH:29].[N+:1](=[O:2])([O-:3])[c:4]1[c:5]2[c:6]([cH:12][c:13]([N+:15](=[O:16])[O-:17])[cH:14]1)[C:7](=[O:8])[O:9][C:10]2=[O:11]>>[N+:1](=[O:2])([O-:3])[c:4]1[c:5]([C:10]([OH:9])=[O:11])[c:6]([C:7]([OH:8])=[N:23][c:22]2[cH:21][cH:20][c:19]([CH3:18])[cH:25][cH:24]2)[cH:12][c:13]([N+:15](=[O:16])[O-:17])[cH:14]1. Reactants: CC=1C(=CC2=C(N=C(O2)C=CC2=CC=C(C(=O)OC)C=C2)C1)C (methyl 4-[(5,6-dimethyl-2-benzoxazolyl)vinyl]benzoate), C(C)(=O)O (acetic acid), S(O)(O)(=O)=O (sulfuric acid). The solvent is O (water), O (water). Product: CC=1C(=CC2=C(N=C(O2)C=CC2=CC=C(C(=O)O)C=C2)C1)C (4-[2-(5,6-dimethyl-2-benzoxazolyl)vinyl]benzoic acid). Yield: 89.8%. Reaction SMILES: [CH3:1][C:2]1[C:3]([CH3:23])=[CH:4][C:5]2[O:9][C:8]([CH:10]=[CH:11][C:12]3[CH:21]=[CH:20][C:15]([C:16]([O:18]C)=[O:17])=[CH:14][CH:13]=3)=[N:7][C:6]=2[CH:22]=1.C(O)(=O)C.S(=O)(=O)(O)O>O>[CH3:1][C:2]1[C:3]([CH3:23])=[CH:4][C:5]2[O:9][C:8]([CH:10]=[CH:11][C:12]3[CH:21]=[CH:20][C:15]([C:16]([OH:18])=[O:17])=[CH:14][CH:13]=3)=[N:7][C:6]=2[CH:22]=1. Reported procedure: A mixture of 3.0 g methyl 4-[(5,6-dimethyl-2-benzoxazolyl)vinyl]benzoate, 25 mL of acetic acid, 9.0 mL of concentrated sulfuric acid, and 7 mL of water is stirred and refluxed for three hours. The mixture is cooled and added to water. The product is collected by filtration, washed with water and air dried. The crude product is recrystallized from N,N-dimethylformamide to give 2.57 g of 4-[2-(5,6-dimethyl-2-benzoxazolyl)vinyl]benzoic acid, which melts at >300° C. The reactants are C(C)OC(CN1C(=NN=C1SC)C(C1=CC=CC=C1)C1=CC=CC=C1)OCC (4-(2,2-diethoxyethyl)-3-diphenylmethyl-5-methylthio-4H-1,2,4-triazole), aqueous solution, Cl(=O)(=O)(=O)O (perchloric acid). Reaction SMILES: C(O[CH:4](OCC)[CH2:5][N:6]1[C:10]([S:11][CH3:12])=[N:9][N:8]=[C:7]1[CH:13]([C:20]1[CH:25]=[CH:24][CH:23]=[CH:22][CH:21]=1)[C:14]1[CH:19]=[CH:18][CH:17]=[CH:16][CH:15]=1)C.Cl(O)(=O)(=O)=O>>[CH3:12][S:11][C:10]1[N:6]2[C:7]([CH:13]([C:20]3[CH:21]=[CH:22][CH:23]=[CH:24][CH:25]=3)[C:14]3[CH:15]=[CH:16][CH:17]=[CH:18][C:19]=3[CH:4]=[CH:5]2)=[N:8][N:9]=1. The product is CSC1=NN=C2C(C3=C(C=CN21)C=CC=C3)C3=CC=CC=C3 (3-methylthio-11-phenyl-11H-s-triazolo[3,4-b][3]benzazepine). Procedure: By a procedure similar to that described in Example 1, 20.0 g of the 4-(2,2-diethoxyethyl)-3-diphenylmethyl-5-methylthio-4H-1,2,4-triazole prepared in Reference Example 16 was added to 50 ml of a 70% aqueous solution of perchloric acid under ice-cooling and the mixture was heated at 60°-65° C. for 20 minutes. The cyclization reaction mixture was further treated as described to obtain 3-methylthio-11-phenyl-11H-s-triazolo[3,4-b][3]benzazepine as crystals. Recrystallization from ethanol yielded co... The reactants are [OH-].[Na+] (sodium hydroxide), solution, [N+](=O)([O-])C1=CC=C(COC(=O)NC(C(=O)OC)OC)C=C1 (methyl N-(p-nitrobenzyloxycarbonyl)-α-methoxyglycinate). The solvent is CO (methanol). Reaction SMILES: [OH-].[Na+:2].[N+:3]([C:6]1[CH:23]=[CH:22][C:9]([CH2:10][O:11][C:12]([NH:14][CH:15]([O:20][CH3:21])[C:16]([O:18]C)=[O:17])=[O:13])=[CH:8][CH:7]=1)([O-:5])=[O:4]>CO>[N+:3]([C:6]1[CH:7]=[CH:8][C:9]([CH2:10][O:11][C:12]([NH:14][CH:15]([O:20][CH3:21])[C:16]([O-:18])=[O:17])=[O:13])=[CH:22][CH:23]=1)([O-:5])=[O:4].[Na+:2] |f:0.1,4.5|. Yields the product [N+](=O)([O-])C1=CC=C(COC(=O)NC(C(=O)[O-])OC)C=C1.[Na+] (sodium N-(p-nitrobenzyloxycarbonyl)-α-methoxyglycinate). Procedure: Aqueous sodium hydroxide (10 ml of a 2.5 N solution) is added dropwise over 15 minutes to a stirring solution of methyl N-(p-nitrobenzyloxycarbonyl)-α-methoxyglycinate (7.46 g, 25 mMol) in methanol (5 ml). The methanol is removed under reduced pressure and the aqueous residue is lyophilized to give sodium N-(p-nitrobenzyloxycarbonyl)-α-methoxyglycinate. Starting materials: C(C)(=O)SCCC(=O)O (3-(acetylthio)propionic acid), C1(CCCCC1)N=C=NC1CCCCC1 (dicyclohexyl carbodiimide), ON1N=NC2=C1C=CC=C2 (1-hydroxybenzotriazole), N1(CCCCC1)CC1=CC(=NC=C1)OC\C=C/CN (4-(4-piperidinomethyl-2-pyridyloxy)-cis-2-butenylamine). Run in CN(C=O)C (dimethylformamide), C(C)(=O)OCC (ethyl acetate). Reaction conditions: time 5 hour. Yields the product N1(CCCCC1)CC1=CC(=NC=C1)OC\C=C/CNC(CCSC(C)=O)=O (N-[4-(4-Piperidinomethyl-2-pyridyloxy]-cis-2-butenyl]-3-(acetylthio)propionamide). Isolated yield 48.2%. RXN SMILES: [C:1]([S:4][CH2:5][CH2:6][C:7]([OH:9])=O)(=[O:3])[CH3:2].C1(N=C=NC2CCCCC2)CCCCC1.ON1C2C=CC=CC=2N=N1.[N:35]1([CH2:41][C:42]2[CH:47]=[CH:46][N:45]=[C:44]([O:48][CH2:49]/[CH:50]=[CH:51]\[CH2:52][NH2:53])[CH:43]=2)[CH2:40][CH2:39][CH2:38][CH2:37][CH2:36]1>C(OCC)(=O)C.CN(C)C=O>[N:35]1([CH2:41][C:42]2[CH:47]=[CH:46][N:45]=[C:44]([O:48][CH2:49]/[CH:50]=[CH:51]\[CH2:52][NH:53][C:7](=[O:9])[CH2:6][CH2:5][S:4][C:1](=[O:3])[CH3:2])[CH:43]=2)[CH2:40][CH2:39][CH2:38][CH2:37][CH2:36]1. Procedure: 1.00 g of 3-(acetylthio)propionic acid, 1.39 g of dicyclohexyl carbodiimide, 1.05 g of 1-hydroxybenzotriazole and 1.76 g of 4-(4-piperidinomethyl-2-pyridyloxy)-cis-2-butenylamine were added to 45 ml of dimethylformamide, and the solution was stirred for 5 hours at room temperature. At the end of this time, ethyl acetate was added to the reaction mixture, insoluble matter was filtered off, and the filtrate was washed with a saturated aqueous solution of sodium hydrogencarbonate and then with wate... Starting materials: aqueous solution, [OH-].[Na+] (sodium hydroxide), C1(=CC=CC=C1)C(OC1CCN(CC1)CCCNC=1C(=CC=2N(N1)N=CN2)C(=O)OC)C2=CC=CC=C2 (methyl [6-[3-[4-(diphenylmethoxy)piperidino]propylamino][1,2,4]triazolo[1,5-b]pyridazin-7-yl]carboxylate). Solvent: C(C)O (ethanol). Reaction conditions: time 1.5 hour. Yields the product C1(=CC=CC=C1)C(OC1CCN(CC1)CCCNC=1C(=CC=2N(N1)N=CN2)C(=O)O)C2=CC=CC=C2 ([6-[3-[4-(diphenylmethoxy)piperidino]propylamino][1,2,4]triazolo[1,5-b]pyridazin-7-yl]carboxylic acid). The yield is 51.3%. Reaction SMILES: [C:1]1([CH:7]([C:32]2[CH:37]=[CH:36][CH:35]=[CH:34][CH:33]=2)[O:8][CH:9]2[CH2:14][CH2:13][N:12]([CH2:15][CH2:16][CH2:17][NH:18][C:19]3[C:20]([C:28]([O:30]C)=[O:29])=[CH:21][C:22]4[N:23]([N:25]=[CH:26][N:27]=4)[N:24]=3)[CH2:11][CH2:10]2)[CH:6]=[CH:5][CH:4]=[CH:3][CH:2]=1.[OH-].[Na+]>C(O)C>[C:32]1([CH:7]([C:1]2[CH:6]=[CH:5][CH:4]=[CH:3][CH:2]=2)[O:8][CH:9]2[CH2:10][CH2:11][N:12]([CH2:15][CH2:16][CH2:17][NH:18][C:19]3[C:20]([C:28]([OH:30])=[O:29])=[CH:21][C:22]4[N:23]([N:25]=[CH:26][N:27]=4)[N:24]=3)[CH2:13][CH2:14]2)[CH:37]=[CH:36][CH:35]=[CH:34][CH:33]=1 |f:1.2|. Procedure: 1.58 g of methyl [6-[3-[4-(diphenylmethoxy)piperidino]propylamino][1,2,4]triazolo[1,5-b]pyridazin-7-yl]carboxylate was dissolved in 10 ml of ethanol; 8.0 ml of a 1 N aqueous solution of sodium hydroxide was added, followed by stirring at room temperature for 1.5 hours. After cooling, the mixture was concentrated under reduced pressure; the residue was diluted with water and washed with ethyl acetate; 1 N hydrochloric acid was added to ajust pH 4.5. The mixture was saturated with saline and extra... Reactants: N1(CCOCC1)C(=O)C1=CC=C(C=C1)N1N=NC(=C1)C1=NN(C2=CC=C(C=C12)CN1N=CC=CC1=O)C(=O)OC(C)(C)C (tert-butyl 3-{1-[4-(morpholin-4-ylcarbonyl)phenyl]-1H-1,2,3-triazol-4-yl}-5-[(6-oxopyridazin-1(6H)-yl)methyl]-1H-indazole-1-carboxylate), Cl (HCl), solution. The solvent is O1CCOCC1 (dioxane), CO (MeOH). Yields the product N1(CCOCC1)C(=O)C1=CC=C(C=C1)N1N=NC(=C1)C1=NNC2=CC=C(C=C12)CN1N=CC=CC1=O (2-[(3-{1-[4-(morpholin-4-ylcarbonyl)phenyl]-1H-1,2,3-triazol-4-yl}-1H-indazol-5-yl)methyl]pyridazin-3(2H)-one). As a reaction SMILES: [N:1]1([C:7]([C:9]2[CH:14]=[CH:13][C:12]([N:15]3[CH:19]=[C:18]([C:20]4[C:28]5[C:23](=[CH:24][CH:25]=[C:26]([CH2:29][N:30]6[C:35](=[O:36])[CH:34]=[CH:33][CH:32]=[N:31]6)[CH:27]=5)[N:22](C(OC(C)(C)C)=O)[N:21]=4)[N:17]=[N:16]3)=[CH:11][CH:10]=2)=[O:8])[CH2:6][CH2:5][O:4][CH2:3][CH2:2]1.Cl>O1CCOCC1.CO>[N:1]1([C:7]([C:9]2[CH:14]=[CH:13][C:12]([N:15]3[CH:19]=[C:18]([C:20]4[C:28]5[C:23](=[CH:24][CH:25]=[C:26]([CH2:29][N:30]6[C:35](=[O:36])[CH:34]=[CH:33][CH:32]=[N:31]6)[CH:27]=5)[NH:22][N:21]=4)[N:17]=[N:16]3)=[CH:11][CH:10]=2)=[O:8])[CH2:2][CH2:3][O:4][CH2:5][CH2:6]1. Reported procedure: A solution of tert-butyl 3-{1-[4-(morpholin-4-ylcarbonyl)phenyl]-1H-1,2,3-triazol-4-yl}-5-[(6-oxopyridazin-1(6H)-yl)methyl]-1H-indazole-1-carboxylate (202 mg; 0.32 mmol; 1.00 eq.) and HCl (6.00 mL of a 4 N solution in dioxane; 24 mmol; 76 eq.) in MeOH (4 mL) was stirred at RT for 3 h. The reaction mixture was then concentrated under reduced pressure and the residue was purified by preparative HPLC to give the title compound as a white solid. HPLC (Condition A): Rt 2.67 min (purity 98.1%). MS (ES...